This data is from the Open Reaction Database (ORD), a public repository of structured organic reaction records. The task is: describe an organic reaction: reactants, conditions, products, and yield Reactants: C(C1=CC=CC=C1)N1CCC(CC1)SC(C)=O (1-benzyl-4-acetylthiopiperidine), N=C1SC2=C(N1CCSC1CCN(CC1)CC1=CC=CC=C1)C=CC(=C2)OC(F)(F)F (2-imino-3-{2-[(1-benzyl-4-piperidyl)thio]ethyl}-6-trifluoromethoxybenzothiazoline), C(C)(=O)O (acetic acid), S(=O)(=O)([O-])[O-].[NH4+].[NH4+] (ammonium sulphate). Solvent: aqueous solution, [OH-].[Na+] (sodium hydroxide). Reaction conditions: time 16 hour. Product: C(C1=CC=CC=C1)N1CCC(CC1)S (1-benzyl-4-mercaptopiperidine). RXN SMILES: N=C1N(CC[S:9][CH:10]2[CH2:15][CH2:14][N:13]([CH2:16][C:17]3[CH:22]=[CH:21][CH:20]=[CH:19][CH:18]=3)[CH2:12][CH2:11]2)C2C=CC(OC(F)(F)F)=CC=2S1.C(N1CCC(SC(=O)C)CC1)C1C=CC=CC=1.C(O)(=O)C.S([O-])([O-])(=O)=O.[NH4+].[NH4+]>[OH-].[Na+]>[CH2:16]([N:13]1[CH2:14][CH2:15][CH:10]([SH:9])[CH2:11][CH2:12]1)[C:17]1[CH:18]=[CH:19][CH:20]=[CH:21][CH:22]=1 |f:3.4.5,6.7|. Reported procedure: The 1-benzyl-4-mercaptopiperidine may be prepared in the following manner: 8 g of 1-benzyl-4-acetylthiopiperidine dissolved in 85 cm3 of a 6% aqueous solution of sodium hydroxide are stirred under a nitrogen stream for 16 hours. 10 cm3 of acetic acid and 57.5 g of ammonium sulphate are added to this solution. The mixture is then extracted with two times 100 cm3 of diethyl ether and the organic phase is dried over anhydrous magnesium sulphate and concentrated to dryness at 40° C. under reduced pr... Starting materials: O=C([O-])O, CC#N, CC#Cc1c(C#N)nn(-c2c(Cl)cc(C(F)(F)F)cc2Cl)c1N, [Na+], O, Cc1ccc(S(=O)(=O)O)cc1. Yields the product CCC(=O)c1c(C#N)nn(-c2c(Cl)cc(C(F)(F)F)cc2Cl)c1N. RXN SMILES: [C:36](=[O:37])([O-:38])[OH:39].[CH3:41][C:42]#[N:43].[NH2:1][c:2]1[c:3]([C:21]#[C:22][CH3:23])[c:4]([C:19]#[N:20])[n:5][n:6]1-[c:7]1[c:8]([Cl:18])[cH:9][c:10]([C:14]([F:15])([F:16])[F:17])[cH:11][c:12]1[Cl:13].[Na+:40].[OH2:24].[c:25]1([CH3:26])[cH:27][cH:28][c:29]([S:30]([OH:31])(=[O:32])=[O:33])[cH:34][cH:35]1>>[NH2:1][c:2]1[c:3]([C:21]([CH2:22][CH3:23])=[O:32])[c:4]([C:19]#[N:20])[n:5][n:6]1-[c:7]1[c:8]([Cl:18])[cH:9][c:10]([C:14]([F:15])([F:16])[F:17])[cH:11][c:12]1[Cl:13]. RXN SMILES: [Na].[CH3:2][C:3]1[CH:8]=[CH:7][CH:6]=[CH:5][C:4]=1[NH:9][C:10]1[N:19]=[C:18]([N:20]([C:22]2[CH:27]=[CH:26][CH:25]=[CH:24][CH:23]=2)[CH3:21])[C:17]2[C:12](=[C:13]([OH:28])[CH:14]=[CH:15][CH:16]=2)[N:11]=1>C(O)C>[CH3:21][N:20]([CH3:22])[CH2:18][CH2:17][CH2:16][O:28][C:13]1[CH:14]=[CH:15][CH:16]=[C:17]2[C:12]=1[N:11]=[C:10]([NH:9][C:4]1[CH:5]=[CH:6][CH:7]=[CH:8][C:3]=1[CH3:2])[N:19]=[C:18]2[N:20]([C:22]1[CH:27]=[CH:26][CH:25]=[CH:24][CH:23]=1)[CH3:21] |^1:0|. Starting materials: [Na] (Sodium), CC1=C(C=CC=C1)NC1=NC2=C(C=CC=C2C(=N1)N(C)C1=CC=CC=C1)O (2-[(2-methylphenyl)amino]-4-(N-methylphenylamino)-8-hydroxyquinazoline). Procedure: Sodium metal (103 mg, 4.49 mM) was dissolved in absolute ethanol (20 ml) and the solution added to a suspension of 2-[(2-methylphenyl)amino]-4-(N-methylphenylamino)-8-hydroxyquinazoline (1.6 g, 4.49 mM) in ethanol (100 ml). The mixture was heated until a clear solution was produced and then the ethanol was evaporated off. Toluene (25 ml) was added and again the mixture was evaporated to dryness. The residue was dissolved in toluene (50 ml) and to this solution was added a solution of N,N-dimethy... The yield is 90.8%. Product: CN(CCCOC=1C=CC=C2C(=NC(=NC12)NC1=C(C=CC=C1)C)N(C)C1=CC=CC=C1)C (8-(3-Dimethylaminopropoxy)-2-[(2-methylphenyl)amino]-4-(N-methylphenylamino)quinazoline). Solvent: C(C)O (ethanol), C(C)O (ethanol). Reactants: CCN(CC)S(F)(F)F, CC#CCOc1cc(OCC(C)(C)O)ncn1, ClC(Cl)Cl, O. The product is CC#CCOc1cc(OCC(C)(C)F)ncn1. RXN SMILES: [CH2:18]([N:19]([S:20]([F:21])([F:22])[F:24])[CH2:23][CH3:25])[CH3:26].[CH2:1]([C:2]#[C:3][CH3:4])[O:5][c:6]1[n:7][cH:8][n:9][c:10]([O:12][CH2:13][C:14]([CH3:15])([CH3:16])[OH:17])[cH:11]1.[CH:28]([Cl:29])([Cl:30])[Cl:31].[OH2:27]>>[CH2:1]([C:2]#[C:3][CH3:4])[O:5][c:6]1[n:7][cH:8][n:9][c:10]([O:12][CH2:13][C:14]([CH3:15])([CH3:16])[F:24])[cH:11]1. Reactants: CC(=O)Cl, Fc1ccc(CCN2CCC(N3CCc4ccc(CC5CCNCC5)cc43)CC2)cc1. Product: Cl, CC(=O)N1CCC(Cc2ccc3c(c2)N(C2CCN(CCc4ccc(F)cc4)CC2)CC3)CC1. RXN SMILES: [CH3:32][C:33]([Cl:34])=[O:35].[F:1][c:2]1[cH:3][cH:4][c:5]([CH2:6][CH2:7][N:8]2[CH2:9][CH2:10][CH:11]([N:14]3[CH2:15][CH2:16][c:17]4[cH:18][cH:19][c:20]([CH2:23][CH:24]5[CH2:25][CH2:26][NH:27][CH2:28][CH2:29]5)[cH:21][c:22]43)[CH2:12][CH2:13]2)[cH:30][cH:31]1>>[ClH:34].[F:1][c:2]1[cH:3][cH:4][c:5]([CH2:6][CH2:7][N:8]2[CH2:9][CH2:10][CH:11]([N:14]3[CH2:15][CH2:16][c:17]4[cH:18][cH:19][c:20]([CH2:23][CH:24]5[CH2:25][CH2:26][N:27]([C:33]([CH3:32])=[O:35])[CH2:28][CH2:29]5)[cH:21][c:22]43)[CH2:12][CH2:13]2)[cH:30][cH:31]1. Reactants: CCOC(=O)C(C)OCc1ccc(F)cc1, [Na+], C1COCCO1, [OH-]. Yields the product CC(OCc1ccc(F)cc1)C(=O)O. As a reaction SMILES: [CH2:1]([CH3:2])[O:3][C:4]([CH:5]([CH3:6])[O:7][CH2:8][c:9]1[cH:10][cH:11][c:12]([F:15])[cH:13][cH:14]1)=[O:16].[Na+:18].[O:19]1[CH2:20][CH2:21][O:22][CH2:23][CH2:24]1.[OH-:17]>>[O:3]=[C:4]([CH:5]([CH3:6])[O:7][CH2:8][c:9]1[cH:10][cH:11][c:12]([F:15])[cH:13][cH:14]1)[OH:16]. Reactants: O=C([O-])[O-], Clc1ccc(-c2nn(Cc3ccccc3)c3c2CCNCC3)cc1, COC(=O)CBr, CC(C)=O, [Na+], [Na+]. Product: COC(=O)CN1CCc2c(-c3ccc(Cl)cc3)nn(Cc3ccccc3)c2CC1. RXN SMILES: [C:25](=[O:26])([O-:27])[O-:28].[CH2:1]([c:2]1[cH:3][cH:4][cH:5][cH:6][cH:7]1)[n:8]1[n:9][c:10](-[c:18]2[cH:19][cH:20][c:21]([Cl:24])[cH:22][cH:23]2)[c:11]2[c:17]1[CH2:16][CH2:15][NH:14][CH2:13][CH2:12]2.[CH3:31][O:32][C:33]([CH2:34][Br:35])=[O:36].[CH3:37][C:38](=[O:39])[CH3:40].[Na+:29].[Na+:30]>>[CH2:1]([c:2]1[cH:3][cH:4][cH:5][cH:6][cH:7]1)[n:8]1[n:9][c:10](-[c:18]2[cH:19][cH:20][c:21]([Cl:24])[cH:22][cH:23]2)[c:11]2[c:17]1[CH2:16][CH2:15][N:14]([CH2:34][C:33]([O:32][CH3:31])=[O:36])[CH2:13][CH2:12]2. Reaction SMILES: [CH3:1][O:2][c:3]1[c:4]([CH3:12])[cH:5][c:6]([C:7](=[O:8])[OH:9])[cH:10][cH:11]1.[CH:13]1([NH2:22])[CH2:14][CH2:15][c:16]2[cH:17][cH:18][cH:19][cH:20][c:21]21>>[CH3:1][O:2][c:3]1[c:4]([CH3:12])[cH:5][c:6]([C:7](=[O:9])[NH:22][CH:13]2[CH2:14][CH2:15][c:16]3[cH:17][cH:18][cH:19][cH:20][c:21]32)[cH:10][cH:11]1. The reactants are COc1ccc(C(=O)O)cc1C, NC1CCc2ccccc21. The product is COc1ccc(C(=O)NC2CCc3ccccc32)cc1C. Reactants: BrC1=NC=C(C=C1)Br (2,5-dibromopyridine), O1CCOC12CCC(CC2)=O (1,4-dioxa-spiro[4.5]decan-8-one), C(=O)(O)[O-].[Na+] (NaHCO3), [Li]CCCC (n-BuLi). Run in C(Cl)Cl (methylene chloride), C1(=CC=CC=C1)C (toluene). Run at temperature -78 celsius, time 2.5 hour. Product: BrC=1C=CC(=NC1)C1(CCC2(OCCO2)CC1)O (8-(5-bromopyridin-2-yl)-1,4-dioxaspiro[4.5]decan-8-ol). The yield is 79.9%. RXN SMILES: Br[C:2]1[CH:7]=[CH:6][C:5]([Br:8])=[CH:4][N:3]=1.[Li]CCCC.[O:14]1[C:18]2([CH2:23][CH2:22][C:21](=[O:24])[CH2:20][CH2:19]2)[O:17][CH2:16][CH2:15]1.C([O-])(O)=O.[Na+]>C1(C)C=CC=CC=1.C(Cl)Cl>[Br:8][C:5]1[CH:6]=[CH:7][C:2]([C:21]2([OH:24])[CH2:22][CH2:23][C:18]3([O:17][CH2:16][CH2:15][O:14]3)[CH2:19][CH2:20]2)=[N:3][CH:4]=1 |f:3.4|. Procedure details: To a solution of 2,5-dibromopyridine (4.10 g, 17 mmol) in anhydrous toluene (250 mL) at −78° C. was dropwise added n-BuLi (1.6 M, 12 mL). After stirred at −78° C. for 2.5 hours, a solution of 1,4-dioxa-spiro[4.5]decan-8-one (2.73 g, 17 mmol) in methylene chloride (25 mL) was added into the reaction mixture, and the resulting mixture was stirred for additional one hour and allowed to warm up to rt slowly. The reaction mixture was poured into aqueous NaHCO3 (200 mL) and then extracted with EtOAc (...